From a dataset of the Open Reaction Database (ORD), a public repository of structured organic reaction records. describe an organic reaction: reactants, conditions, products, and yield Starting materials: Cl (hydrochloric acid), aqueous solution, OO (hydrogen peroxide), FC1=CC=C(OC2=C(C=C(C=C2)[N+](=O)[O-])CC(C(=O)O)=O)C=C1 (2-(4-fluoro-phenoxy)-5-nitro-phenylpyruvic acid). The solvent is [OH-].[Na+] (sodium hydroxide). Run at temperature 25 celsius, time 3 hour. Product: FC1=CC=C(OC2=C(C=C(C=C2)[N+](=O)[O-])CC(=O)O)C=C1 (2-(4-fluoro-phenoxy)-5-nitro-phenylacetic acid). As a reaction SMILES: [OH:1]O.[F:3][C:4]1[CH:25]=[CH:24][C:7]([O:8][C:9]2[CH:14]=[CH:13][C:12]([N+:15]([O-:17])=[O:16])=[CH:11][C:10]=2[CH2:18][C:19](=[O:23])C(O)=O)=[CH:6][CH:5]=1.Cl>[OH-].[Na+]>[F:3][C:4]1[CH:5]=[CH:6][C:7]([O:8][C:9]2[CH:14]=[CH:13][C:12]([N+:15]([O-:17])=[O:16])=[CH:11][C:10]=2[CH2:18][C:19]([OH:23])=[O:1])=[CH:24][CH:25]=1 |f:3.4|. Procedure: 560 Ml. of a 10% aqueous solution of hydrogen peroxide are added dropwise at 0° over a period of 75 minutes to a solution of 142 g. of 2-(4-fluoro-phenoxy)-5-nitro-phenylpyruvic acid in 2.23 liters of 10% sodium hydroxide solution cooled to 0° C. The mixture is subsequently stirred for 3 hours at 25° C. and then acidified with 500 ml. of concentrated hydrochloric acid with cooling. This mixture is extracted twice with methylene chloride. The methylene chloride solutions are washed with water, dr...